The task is: describe an organic reaction: reactants, conditions, products, and yield. This data is from the Open Reaction Database (ORD), a public repository of structured organic reaction records. Reactants: O=Cc1ccc(-c2nc3ccc(C4(c5ccccc5)CC4)nc3s2)c(F)c1, O=C(O)C1CCN1. The product is O=C(O)C1CCN1Cc1ccc(-c2nc3ccc(C4(c5ccccc5)CC4)nc3s2)c(F)c1. Reaction SMILES: [F:1][c:2]1[cH:3][c:4]([CH:5]=[O:6])[cH:7][cH:8][c:9]1-[c:10]1[s:11][c:12]2[n:13][c:14]([C:19]3([c:22]4[cH:23][cH:24][cH:25][cH:26][cH:27]4)[CH2:20][CH2:21]3)[cH:15][cH:16][c:17]2[n:18]1.[NH:28]1[CH:29]([C:32](=[O:33])[OH:34])[CH2:30][CH2:31]1>>[F:1][c:2]1[cH:3][c:4]([CH2:5][N:28]2[CH:29]([C:32](=[O:33])[OH:34])[CH2:30][CH2:31]2)[cH:7][cH:8][c:9]1-[c:10]1[s:11][c:12]2[n:13][c:14]([C:19]3([c:22]4[cH:23][cH:24][cH:25][cH:26][cH:27]4)[CH2:20][CH2:21]3)[cH:15][cH:16][c:17]2[n:18]1. Product: COc1ccccc1C(=O)c1ccc(OC)c(Cl)c1Cl. The reactants are [Al+3], COc1ccccc1C(=O)Cl, [Cl-], [Cl-], [Cl-], ClCCCl, COc1cccc(Cl)c1Cl, Cl. RXN SMILES: [Al+3:2].[CH3:15][O:16][c:17]1[c:18]([C:19](=[O:20])[Cl:21])[cH:22][cH:23][cH:24][cH:25]1.[Cl-:1].[Cl-:3].[Cl-:4].[Cl:27][CH2:28][CH2:29][Cl:30].[Cl:5][c:6]1[c:7]([O:13][CH3:14])[cH:8][cH:9][cH:10][c:11]1[Cl:12].[ClH:26]>>[Cl:5][c:6]1[c:7]([O:13][CH3:14])[cH:8][cH:9][c:10]([C:19]([c:18]2[c:17]([O:16][CH3:15])[cH:25][cH:24][cH:23][cH:22]2)=[O:20])[c:11]1[Cl:12]. Reactants: Cl.C1=C(C=CC2=CC=CC=C12)CC1CCNCC1 (4-((2-naphthyl)methyl)piperidine hydrochloride), FC1=CC=C(OCCBr)C=C1 (2-(4-fluorophenoxy)ethyl bromide), C(=O)([O-])[O-].[K+].[K+] (K2CO3). The product is Cl.FC1=CC=C(OCCN2CCC(CC2)CC2=CC3=CC=CC=C3C=C2)C=C1 (1-(2-(4-Fluorophenoxy)ethyl)-4-((2-naphthyl)methyl)piperidine hydrochloride). As a reaction SMILES: [ClH:1].[CH:2]1[C:11]2[C:6](=[CH:7][CH:8]=[CH:9][CH:10]=2)[CH:5]=[CH:4][C:3]=1[CH2:12][CH:13]1[CH2:18][CH2:17][NH:16][CH2:15][CH2:14]1.[F:19][C:20]1[CH:29]=[CH:28][C:23]([O:24][CH2:25][CH2:26]Br)=[CH:22][CH:21]=1.C([O-])([O-])=O.[K+].[K+]>>[ClH:1].[F:19][C:20]1[CH:29]=[CH:28][C:23]([O:24][CH2:25][CH2:26][N:16]2[CH2:17][CH2:18][CH:13]([CH2:12][C:3]3[CH:4]=[CH:5][C:6]4[C:11](=[CH:10][CH:9]=[CH:8][CH:7]=4)[CH:2]=3)[CH2:14][CH2:15]2)=[CH:22][CH:21]=1 |f:0.1,3.4.5,6.7|. Reported procedure: The title compound was prepared from 4-((2-naphthyl)methyl)piperidine hydrochloride (150 mg, 573 μmol), 2-(4-fluorophenoxy)ethyl bromide (132 mg, 602 μmol) and K2CO3 (162 mg, 1.17 mmol) as a colorless solid (126 mg): mp 170-172° C.; 1H NMR (CDCl3) 1.60-1.92 (m, 3H), 2.02-2.41 (m, 2H), 2.65-2.90 (m, 4H), 3.45-3.55 (m, 2H), 3.60-3.71 (m, 2H), 4.51 (t, J=4.2 Hz, 2H), 6.77-7.01 (m, 4H), 7.25 (d, J=6.0 Hz, 1H), 7.40-7.51 (m, 2H), 7.57 (s, 1H), 7.72-7.84 (m, 3H) 12.64 (bs, 1H). Anal. Calcd for C24H27C... The reactants are [N+](=O)([O-])C1=CC=C(C=C1)C(C)=O (1-(4-nitrophenyl)ethanone), COC(N(C)C)OC (N,N-dimethylformamide dimethyl acetal). Yields the product CN(/C=C/C(=O)C1=CC=C(C=C1)[N+](=O)[O-])C ((E)-3-(dimethylamino)-1-(4-nitrophenyl)prop-2-en-1-one). RXN SMILES: [N+:1]([C:4]1[CH:9]=[CH:8][C:7]([C:10](=[O:12])[CH3:11])=[CH:6][CH:5]=1)([O-:3])=[O:2].CO[CH:15](OC)[N:16]([CH3:18])[CH3:17]>>[CH3:15][N:16]([CH3:18])/[CH:17]=[CH:11]/[C:10]([C:7]1[CH:6]=[CH:5][C:4]([N+:1]([O-:3])=[O:2])=[CH:9][CH:8]=1)=[O:12]. Reported procedure: A solution of 1-(4-nitrophenyl)ethanone (2.2 g, 13 mmol) and N,N-dimethylformamide dimethyl acetal (25 ml) was heated to 120° C. in a sealed tube overnight. The volatiles were removed. The residue was dissolved in DCM and washed twice with H2O. The DCM layer was dried with MgSO4. The crude product was purified by flash chromatography (silica gel, 100% EtOAc) to isolate (E)-3-(dimethylamino)-1-(4-nitrophenyl)prop-2-en-1-one (2.2 g,) as a yellow solid. 1H NMR (400 MHz, CDCl3) δ 2.99 (s, 3H), 3.23 ... Reactants: C(C)C(CC)C=1C=2N(N=C(C1)C)C(=C(N2)C)C2=CNC1=C(C=CC=C21)C (8-(1-ethyl-propyl)-2,6-dimethyl-3-(7-methyl-1H-indol-3-yl)-imidazo[1,2-b]pyridazine), CN(C)C=O (DMF), [H-].[Na+] (NaH), CI (MeI). Solvent: CCOC(=O)C (EtOAc). Run at time 30 minute. The product is CN1C(=CC2=CC=CC(=C12)C)C1=C(N=C2N1N=C(C=C2C(CC)CC)C)C (3-(1,7-dimethyl-1H-indol-2-yl)-8-(1-ethyl-propyl)-2,6-dimethyl-imidazo[1,2-b]pyridazine). The yield is 66.0%. As a reaction SMILES: [CH2:1]([CH:3]([C:6]1[C:7]2[N:8]([C:13](C3C4C(=C(C)C=CC=4)NC=3)=[C:14]([CH3:16])[N:15]=2)[N:9]=[C:10]([CH3:12])[CH:11]=1)[CH2:4][CH3:5])[CH3:2].[CH3:27][N:28]([CH:30]=O)[CH3:29].[H-].[Na+].CI>CCOC(C)=O>[CH3:27][N:28]1[C:29]2[C:1](=[CH:3][CH:6]=[CH:11][C:10]=2[CH3:12])[CH:2]=[C:30]1[C:13]1[N:8]2[N:9]=[C:10]([CH3:12])[CH:11]=[C:6]([CH:3]([CH2:4][CH3:5])[CH2:1][CH3:2])[C:7]2=[N:15][C:14]=1[CH3:16] |f:2.3|. Procedure: To a solution of 8-(1-ethyl-propyl)-2,6-dimethyl-3-(7-methyl-1H-indol-3-yl)-imidazo[1,2-b]pyridazine (0.037 g, 0.11 mmol) and DMF (2 mL) is added 60% NaH (0.005 g, 0.13 mmol). The solution is stirred for 30 minutes and MeI (0.008 mL, 0.13 mmol) is added. The solution is stirred for 1 h, diluted with EtOAc (20 mL), washed with water (2×10 mL), brine (10 mL), dried over MgSO4, filtered and concentrated. The residue is purified by ISCO (30%-50% EtOAc gradient) to furnish the title compound (0.025 g... The reactants are N(=C=O)C (isocyanatomethane), NCCN1CCC(CC1)NC1=NC2=C(N1CC=1OC(=CC1)C)C=CC=C2 (N-[1-(2-aminoethyl)-4-piperidinyl]-1-[(5-methyl-2-furanyl)methyl]-1H-benzimidazol-2-amine). The solvent is O1CCCC1 (tetrahydrofuran). Reaction conditions: time 3 hour. Yields the product CNC(=O)NCCN1CCC(CC1)NC1=NC2=C(N1CC=1OC(=CC1)C)C=CC=C2 (N-methyl-N'-[2-[4-[[1-[(5-methyl-2-furanyl)methyl]-1H-benzimidazol-2-yl]amino]-1-piperidinyl]ethyl]urea). Isolated yield 41.1%. As a reaction SMILES: [N:1]([CH3:4])=[C:2]=[O:3].[NH2:5][CH2:6][CH2:7][N:8]1[CH2:13][CH2:12][CH:11]([NH:14][C:15]2[N:19]([CH2:20][C:21]3[O:22][C:23]([CH3:26])=[CH:24][CH:25]=3)[C:18]3[CH:27]=[CH:28][CH:29]=[CH:30][C:17]=3[N:16]=2)[CH2:10][CH2:9]1>O1CCCC1>[CH3:4][NH:1][C:2]([NH:5][CH2:6][CH2:7][N:8]1[CH2:13][CH2:12][CH:11]([NH:14][C:15]2[N:19]([CH2:20][C:21]3[O:22][C:23]([CH3:26])=[CH:24][CH:25]=3)[C:18]3[CH:27]=[CH:28][CH:29]=[CH:30][C:17]=3[N:16]=2)[CH2:10][CH2:9]1)=[O:3]. Reported procedure: A mixture of 0.7 parts of isocyanatomethane, 2.5 parts of N-[1-(2-aminoethyl)-4-piperidinyl]-1-[(5-methyl-2-furanyl)methyl]-1H-benzimidazol-2-amine and 135 parts of tetrahydrofuran was stirred for 3 hours at room temperature. The precipitated product was filtered off and dried, yielding 1.2 parts (41.1%) of N-methyl-N'-[2-[4-[[1-[(5-methyl-2-furanyl)methyl]-1H-benzimidazol-2-yl]amino]-1-piperidinyl]ethyl]urea; mp. 200.1° C. (compound 40).